Dataset: the Open Reaction Database (ORD), a public repository of structured organic reaction records. Task: describe an organic reaction: reactants, conditions, products, and yield Reactants: FC1=CC=C(C=C1)C1=C(C=C(S1)C(=O)Cl)C1=CC=C(C=C1)S(=O)(=O)C (5-(4-fluorophenyl)-4-[4-(methylsulfonyl)phenyl]thiophene-2-carbonyl chloride), [BH4-].[Na+] (sodium borohydride). Run in O1CCOCC1 (dioxane), C(C)(=O)OCC (ethyl acetate). Run at time 2 hour. Product: FC1=CC=C(C=C1)C1=C(C=C(S1)CO)C1=CC=C(C=C1)S(=O)(=O)C (5-(4-fluorophenyl)-4-[4-(methylsulfonyl)phenyl]thiophene-2-methanol). The yield is 49.9%. Reaction SMILES: [F:1][C:2]1[CH:7]=[CH:6][C:5]([C:8]2[S:12][C:11]([C:13](Cl)=[O:14])=[CH:10][C:9]=2[C:16]2[CH:21]=[CH:20][C:19]([S:22]([CH3:25])(=[O:24])=[O:23])=[CH:18][CH:17]=2)=[CH:4][CH:3]=1.[BH4-].[Na+]>O1CCOCC1.C(OCC)(=O)C>[F:1][C:2]1[CH:3]=[CH:4][C:5]([C:8]2[S:12][C:11]([CH2:13][OH:14])=[CH:10][C:9]=2[C:16]2[CH:21]=[CH:20][C:19]([S:22]([CH3:25])(=[O:24])=[O:23])=[CH:18][CH:17]=2)=[CH:6][CH:7]=1 |f:1.2|. Reported procedure: A mixture of 5-(4-fluorophenyl)-4-[4-(methylsulfonyl)phenyl]thiophene-2-carbonyl chloride (1.2 g) and sodium borohydride (0.21 g) in dioxane (15 ml) was stirred at ambient temperature for 2 hours. The mixture was diluted with ethyl acetate, washed with water, dilute hydrochloric acid, an aqueous solution of sodium bicarbonate, successively, dried and concentrated. The residue (1.2 g) was recrystallized from ethanol to give pale brown crystals of 5-(4-fluorophenyl)-4-[4-(methylsulfonyl)phenyl]thi... Starting materials: CC(C)CCCCCCCCCCCl, CC(C)CCCCCCCl, COC(=O)C=Cc1ccc(O)cc1, COC(=O)CCc1ccc(O)cc1. The product is COC(=O)CCc1ccc(OCCCCCCCCCCC(C)C)cc1. RXN SMILES: [CH2:27]([CH2:28][CH2:29][CH2:30][CH2:31][CH2:32][CH2:33][CH2:34][CH2:35][CH2:36][CH:37]([CH3:38])[CH3:39])[Cl:40].[CH2:41]([Cl:42])[CH2:43][CH2:44][CH2:45][CH2:46][CH2:47][CH:48]([CH3:49])[CH3:50].[CH3:14][O:15][C:16](=[O:17])[CH:18]=[CH:19][c:20]1[cH:21][cH:22][c:23]([OH:24])[cH:25][cH:26]1.[CH3:1][O:2][C:3]([CH2:4][CH2:5][c:6]1[cH:7][cH:8][c:9]([OH:12])[cH:10][cH:11]1)=[O:13]>>[CH3:1][O:2][C:3]([CH2:4][CH2:5][c:6]1[cH:7][cH:8][c:9]([O:12][CH2:27][CH2:28][CH2:29][CH2:30][CH2:31][CH2:32][CH2:33][CH2:34][CH2:35][CH2:36][CH:37]([CH3:38])[CH3:39])[cH:10][cH:11]1)=[O:13]. Starting materials: CC(C)(C)c1ncc(C=O)cn1, CC1=CN=C(C=C1)N, [C-]#[N+]C1CCCCC1. Reagents/catalysts: O=C(O)C(F)(F)F (trifluoroacetic acid). Solvent: CC(C)O (isopropyl alcohol), CC(C)O (isopropylalcohol). Conditions: temperature 22 celsius, time 20 hour. The product is Cc1ccc2nc(c3cnc(C(C)(C)C)nc3)c(NC3CCCCC3)n2c1. Isolated yield 18.8%. As a reaction SMILES: CC1=CC=C(N)N=C1.[C-]#[N+]C1CCCCC1.CC(C)(C)C1=NC=C(C=O)C=N1>>CC1=CN2C(C=C1)=NC(=C2NC1CCCCC1)C1=CN=C(N=C1)C(C)(C)C.